From a dataset of the Open Reaction Database (ORD), a public repository of structured organic reaction records. describe an organic reaction: reactants, conditions, products, and yield Starting materials: C(C)(=O)O[C@H]1C(O[C@@H]([C@H]([C@@H]1OC(C)=O)OC(C)=O)COC(C)=O)N=C=S (2,3,4,6-tetra-O-acetyl-D-glucopyranosyl isothiocyanate), NC1=CC(N(C(N1C)=O)C)=O (6-amino-1,3-dimethyluracil). Solvent: C=1(C(=CC=CC1)C)C (xylene). Yields the product C(C)(=O)O[C@H]1[C@@H](O[C@@H]([C@H]([C@@H]1OC(C)=O)OC(C)=O)COC(C)=O)NC(=S)NC1=CC(N(C(N1C)=O)C)=O (1-(2,3,4,6-Tetra-O-acetyl-β-D-glucopyranosyl)-3-(1,3-dimethylpyrimidin-2,4-dione-6-yl)-2-thiourea). As a reaction SMILES: [C:1]([O:4][C@@H:5]1[C@@H:10]([O:11][C:12](=[O:14])[CH3:13])[C@H:9]([O:15][C:16](=[O:18])[CH3:17])[C@@H:8]([CH2:19][O:20][C:21](=[O:23])[CH3:22])[O:7][CH:6]1[N:24]=[C:25]=[S:26])(=[O:3])[CH3:2].[NH2:27][C:28]1[N:33]([CH3:34])[C:32](=[O:35])[N:31]([CH3:36])[C:30](=[O:37])[CH:29]=1>C1(C)C(C)=CC=CC=1>[C:1]([O:4][C@@H:5]1[C@@H:10]([O:11][C:12](=[O:14])[CH3:13])[C@H:9]([O:15][C:16](=[O:18])[CH3:17])[C@@H:8]([CH2:19][O:20][C:21](=[O:23])[CH3:22])[O:7][C@H:6]1[NH:24][C:25]([NH:27][C:28]1[N:33]([CH3:34])[C:32](=[O:35])[N:31]([CH3:36])[C:30](=[O:37])[CH:29]=1)=[S:26])(=[O:3])[CH3:2]. Reported procedure: To 10 ml of anhydrous xylene were added 390 mg (1 mmol) of 2,3,4,6-tetra-O-acetyl-D-glucopyranosyl isothiocyanate and 140 mg (1 mmol) of 6-amino-1,3-dimethyluracil (MW 155) and the mixture was heated on an oil bath under reflux for 9-10 hours and allowed to cool to room temperature. Crystals formed were filtered off and recrystallized from ethanol to give colourless needles melting between 171° and 173° C. (uncorrected). Yield: 240 mg (43%). Reactants: C(C)#N.FC1=CC=C(CCNC(C)=NC2=CC=C3C[C@H]([C@@H](C3=C2)NC(=O)C2=CC=C(C=C2)C2=CC=CC=C2)O)C=C1 (biphenyl-4-carboxylic acid (R)-(6-(1-((4-fluorobenzyl)methylamino)ethylideneamino)-2(R)-hydroxyindan-1-yl)amide acetonitrile), CO (methanol). Run at time 20 minute. Product: O.FC1=CC=C(CCNC(C)=NC2=CC=C3C[C@H]([C@@H](C3=C2)NC(=O)C2=CC=C(C=C2)C2=CC=CC=C2)O)C=C1.C1(=CC=C(C=C1)C(=O)N[C@H]1[C@@H](CC2=CC=C(C=C12)N=C(C)NCCC1=CC=C(C=C1)F)O)C1=CC=CC=C1 (Biphenyl-4-carboxylic acid (R)-(6-(1-((4-fluorobenzyl)methylamino)ethylideneamino)-2(R)-hydroxyindan-1-yl)amide hemihydrate). Yield: 122.0%. Reaction SMILES: C(#N)C.[F:4][C:5]1[CH:41]=[CH:40][C:8]([CH2:9][CH2:10][NH:11][C:12](=[N:14][C:15]2[CH:23]=[C:22]3[C:18]([CH2:19][C@@H:20]([OH:39])[C@@H:21]3[NH:24][C:25]([C:27]3[CH:32]=[CH:31][C:30]([C:33]4[CH:38]=[CH:37][CH:36]=[CH:35][CH:34]=4)=[CH:29][CH:28]=3)=[O:26])=[CH:17][CH:16]=2)[CH3:13])=[CH:7][CH:6]=1.CO>>[OH2:26].[F:4][C:5]1[CH:6]=[CH:7][C:8]([CH2:9][CH2:10][NH:11][C:12](=[N:14][C:15]2[CH:23]=[C:22]3[C:18]([CH2:19][C@@H:20]([OH:39])[C@@H:21]3[NH:24][C:25]([C:27]3[CH:32]=[CH:31][C:30]([C:33]4[CH:34]=[CH:35][CH:36]=[CH:37][CH:38]=4)=[CH:29][CH:28]=3)=[O:26])=[CH:17][CH:16]=2)[CH3:13])=[CH:40][CH:41]=1.[C:30]1([C:33]2[CH:34]=[CH:35][CH:36]=[CH:37][CH:38]=2)[CH:29]=[CH:28][C:27]([C:25]([NH:24][C@@H:21]2[C:22]3[C:18](=[CH:17][CH:16]=[C:15]([N:14]=[C:12]([NH:11][CH2:10][CH2:9][C:8]4[CH:40]=[CH:41][C:5]([F:4])=[CH:6][CH:7]=4)[CH3:13])[CH:23]=3)[CH2:19][C@H:20]2[OH:39])=[O:26])=[CH:32][CH:31]=1 |f:0.1,3.4.5|. Procedure: Add 21.8 L of methanol to 2.86 kg of biphenyl-4-carboxylic acid (R)-(6-(1-((4-fluorobenzyl)methylamino)ethylideneamino)-2(R)-hydroxyindan-1-yl)amide acetonitrile solvate. Pass the solution through a carbon impregnated filter and rinse the filter with 24 L of methanol. Add 5.7 kg of water to the solution over 35 min followed by 15 g of biphenyl-4-carboxylic acid (R)-(6-(1-((4-fluorobenzyl)methylamino)ethylideneamino)-2(R)-hydroxyindan-1-yl)amide hemihydrate seed crystals. After 20 min, add 1.15 k... Reactants: BrCc1ccccc1, CC(C)(C)OC(=O)NCCCCl, C1CCOC1, CCOCC, [H-], [Na+], O. The product is CC(C)(C)OC(=O)N(CCCCl)Cc1ccccc1. As a reaction SMILES: [Br:15][CH2:16][c:17]1[cH:18][cH:19][cH:20][cH:21][cH:22]1.[C:1](=[O:2])([O:3][C:4]([CH3:5])([CH3:6])[CH3:7])[NH:8][CH2:9][CH2:10][CH2:11][Cl:12].[CH2:23]1[O:24][CH2:25][CH2:26][CH2:27]1.[CH3:28][CH2:29][O:30][CH2:31][CH3:32].[H-:13].[Na+:14].[OH2:33]>>[C:1](=[O:2])([O:3][C:4]([CH3:5])([CH3:6])[CH3:7])[N:8]([CH2:9][CH2:10][CH2:11][Cl:12])[CH2:16][c:17]1[cH:18][cH:19][cH:20][cH:21][cH:22]1. The reactants are CCOC(C)=O, O=C(Cl)Cl, Nc1nc2cc(F)ccc2s1. Product: O=C=Nc1nc2cc(F)ccc2s1. Reaction SMILES: [CH3:16][CH2:17][O:18][C:19](=[O:20])[CH3:21].[Cl:1][C:2]([Cl:3])=[O:4].[NH2:5][c:6]1[s:7][c:8]2[c:9]([n:10]1)[cH:11][c:12]([F:15])[cH:13][cH:14]2>>[C:2](=[O:4])=[N:5][c:6]1[s:7][c:8]2[c:9]([n:10]1)[cH:11][c:12]([F:15])[cH:13][cH:14]2. Reactants: CCOC(=O)CBr, O=C([O-])[O-], CC#N, [Cs+], [Cs+], COc1ccc(C(=O)C(C)C)c(O)c1. Yields the product CCOC(=O)COc1cc(OC)ccc1C(=O)C(C)C. As a reaction SMILES: [Br:21][CH2:22][C:23](=[O:24])[O:25][CH2:26][CH3:27].[C:15](=[O:16])([O-:17])[O-:18].[CH3:28][C:29]#[N:30].[Cs+:19].[Cs+:20].[OH:1][c:2]1[c:3]([C:10]([CH:11]([CH3:12])[CH3:13])=[O:14])[cH:4][cH:5][c:6]([O:8][CH3:9])[cH:7]1>>[O:1]([c:2]1[c:3]([C:10]([CH:11]([CH3:12])[CH3:13])=[O:14])[cH:4][cH:5][c:6]([O:8][CH3:9])[cH:7]1)[CH2:22][C:23](=[O:24])[O:25][CH2:26][CH3:27]. The reactants are C1(=CC=CC=C1)C(=NNC1=CC=C(C=C1)C)C1=CC=CC=C1 (1-(diphenylmethylene)-2-p-tolylhydrazine), CC1=CC=C(CCBr)C=C1 (4-methylphenethylbromide). Yields the product C1(=CC=CC=C1)C(=NN(C1=CC=C(C=C1)C)CCC1=CC=C(C=C1)C)C1=CC=CC=C1 (2-(diphenylmethylene)-1-(4-methylphenethyl)-1-p-tolylhydrazine). Reaction SMILES: [C:1]1([C:7]([C:17]2[CH:22]=[CH:21][CH:20]=[CH:19][CH:18]=2)=[N:8][NH:9][C:10]2[CH:15]=[CH:14][C:13]([CH3:16])=[CH:12][CH:11]=2)[CH:6]=[CH:5][CH:4]=[CH:3][CH:2]=1.[CH3:23][C:24]1[CH:32]=[CH:31][C:27]([CH2:28][CH2:29]Br)=[CH:26][CH:25]=1>>[C:17]1([C:7]([C:1]2[CH:2]=[CH:3][CH:4]=[CH:5][CH:6]=2)=[N:8][N:9]([CH2:29][CH2:28][C:27]2[CH:31]=[CH:32][C:24]([CH3:23])=[CH:25][CH:26]=2)[C:10]2[CH:11]=[CH:12][C:13]([CH3:16])=[CH:14][CH:15]=2)[CH:22]=[CH:21][CH:20]=[CH:19][CH:18]=1. Procedure: General procedure B was used to convert 1-(diphenylmethylene)-2-p-tolylhydrazine (200 mg, 0.69 mmol; Example 36A) and 4-methylphenethylbromide (278 mg, 1.4 mmol; Aldrich) to the title compound: MS (DCI/NH3) m/z 404 (M+H)+. Reactants: B, Cc1c(C(=O)O)cccc1-c1cccs1, CCOCC, [Cl-], [Na+], C1CCOC1, C1CCOC1, O. Product: Cc1c(CO)cccc1-c1cccs1. RXN SMILES: [BH3:21].[CH3:1][c:2]1[c:3]([C:4](=[O:5])[OH:6])[cH:7][cH:8][cH:9][c:10]1-[c:11]1[s:12][cH:13][cH:14][cH:15]1.[CH3:22][CH2:23][O:24][CH2:25][CH3:26].[Cl-:28].[Na+:27].[O:16]1[CH2:17][CH2:18][CH2:19][CH2:20]1.[O:29]1[CH2:30][CH2:31][CH2:32][CH2:33]1.[OH2:34]>>[CH3:1][c:2]1[c:3]([CH2:4][OH:5])[cH:7][cH:8][cH:9][c:10]1-[c:11]1[s:12][cH:13][cH:14][cH:15]1.